This data is from the Open Reaction Database (ORD), a public repository of structured organic reaction records. The task is: describe an organic reaction: reactants, conditions, products, and yield Reactants: O=C(Cl)OCc1ccccc1, [Na+], [OH-], O, O=C(O)C(O)C1CCCN1. Yields the product O=C(O)C(O)C1CCCN1C(=O)OCc1ccccc1. RXN SMILES: [CH2:13]([c:14]1[cH:15][cH:16][cH:17][cH:18][cH:19]1)[O:20][C:21](=[O:22])[Cl:23].[Na+:12].[OH-:11].[OH2:24].[OH:1][CH:2]([C:3](=[O:4])[OH:5])[CH:6]1[NH:7][CH2:8][CH2:9][CH2:10]1>>[OH:1][CH:2]([C:3](=[O:4])[OH:5])[CH:6]1[N:7]([C:21]([O:20][CH2:13][c:14]2[cH:15][cH:16][cH:17][cH:18][cH:19]2)=[O:22])[CH2:8][CH2:9][CH2:10]1. Procedure details: 6-Aminonicotinic acid (10 g., 0.072 mol) [Berichte, 26, 2187, (1893)], methyl 4-oxotetrahydro-thiophene-3-carboxylate (28 g., 0.175 mol) [Monats, Chem., 104, 1520(1973)] and p-toluenesulfonic acid monohydrate (1.0 g) are thoroughly mixed and heated at 170° C. under nitrogen for 75 minutes. The distillate is collected in a Dean-Stark trap. The residue is cooled, tritrated with boiling chloroform and filtered to give the product as a yellow powder (11.3 g.). Recrystallization from dimethylformamid... As a reaction SMILES: [NH2:1][C:2]1[CH:10]=[CH:9][C:5]([C:6]([OH:8])=[O:7])=[CH:4][N:3]=1.O=[C:12]1[CH2:16][S:15][CH2:14][CH:13]1[C:17](OC)=[O:18].O.C1(C)C=CC(S(O)(=O)=O)=CC=1>>[O:18]=[C:17]1[N:3]2[CH:4]=[C:5]([C:6]([OH:8])=[O:7])[CH:9]=[CH:10][C:2]2=[N:1][C:12]2[CH2:16][S:15][CH2:14][C:13]1=2 |f:2.3|. Run at temperature 170 celsius. Product: O=C1C2=C(N=C3N1C=C(C=C3)C(=O)O)CSC2 (3,10-Dihydro-10-oxo-1H-pyrido[1,2-a]thieno[3,4-d]pyrimidine-7-carboxylic acid). Reactants: NC1=NC=C(C(=O)O)C=C1 (6-Aminonicotinic acid), O=C1C(CSC1)C(=O)OC (methyl 4-oxotetrahydro-thiophene-3-carboxylate), O.C1(=CC=C(C=C1)S(=O)(=O)O)C (p-toluenesulfonic acid monohydrate). The yield is 63.2%. Reactants: 193B, COC(=O)C1CC(CN1C(=O)OC(C)(C)C)N1CCCC1 ([1,3′]Bipyrrolidinyl-1′,5′-dicarboxylic acid 1′-tert-butyl ester 5′-methyl ester), [H-].[Al+3].[Li+].[H-].[H-].[H-] (lithium aluminium hydride), Cl (hydrochloric acid). The solvent is O1CCOCC1 (dioxane). The product is Cl.Cl.N1(CCCC1)[C@@H]1CN[C@@H](C1)CO ((3′S,5′S)-1-[1,3]Bipyrrolidinyl-5′-yl-methanol dihydrochloride). Reaction SMILES: C[O:2][C:3]([CH:5]1[N:9](C(OC(C)(C)C)=O)[CH2:8][CH:7]([N:17]2[CH2:21][CH2:20][CH2:19][CH2:18]2)[CH2:6]1)=O.[H-].[Al+3].[Li+].[H-].[H-].[H-].[ClH:28]>O1CCOCC1>[ClH:28].[ClH:28].[N:17]1([C@H:7]2[CH2:6][C@@H:5]([CH2:3][OH:2])[NH:9][CH2:8]2)[CH2:18][CH2:19][CH2:20][CH2:21]1 |f:1.2.3.4.5.6,9.10.11|. Reported procedure: The title compound was prepared in analogy to 193B, by reduction of 3′S,5′S)-[1,3′]Bipyrrolidinyl-1′,5′-dicarboxylic acid 1′-tert-butyl ester 5′-methyl ester with lithium aluminium hydride and subsequent deprotection with 4M hydrochloric acid in dioxane. MS: 171.3 (MH+). Reactants: [N+](=O)([O-])C=1C=C2C=NNC2=CC1 (5-nitroindazole), C([O-])([O-])=O.[K+].[K+] (potassium carbonate), Cl.ClCCN1CCCC1 (1-(2-chloro-ethyl)-pyrrolidine hydrochloride). The solvent is CN(C)C=O (DMF). Conditions: temperature 60 celsius. The product is [N+](=O)([O-])C=1C=C2C=NN(C2=CC1)CCN1CCCC1 (5-nitro-1-(2-pyrrolidin-1-yl-ethyl)-1H-indazole). Reaction SMILES: [N+:1]([C:4]1[CH:5]=[C:6]2[C:10](=[CH:11][CH:12]=1)[NH:9][N:8]=[CH:7]2)([O-:3])=[O:2].C(=O)([O-])[O-].[K+].[K+].Cl.Cl[CH2:21][CH2:22][N:23]1[CH2:27][CH2:26][CH2:25][CH2:24]1>CN(C=O)C>[N+:1]([C:4]1[CH:5]=[C:6]2[C:10](=[CH:11][CH:12]=1)[N:9]([CH2:21][CH2:22][N:23]1[CH2:27][CH2:26][CH2:25][CH2:24]1)[N:8]=[CH:7]2)([O-:3])=[O:2] |f:1.2.3,4.5|. Procedure: A mixture of 5-nitroindazole (3.00 g, 18.4 mmol) and potassium carbonate (7.50 g, 54.4 mmol) in DMF (60 mL) was stirred for 30 minutes after which 1-(2-chloro-ethyl)-pyrrolidine hydrochloride (4.80 g, 28.4 mmol) was added. The mixture was heated to 60° C. for 6 hours, cooled to room temperature and filtered through a plug of silica gel which was rinsed with triethylamine/ethyl acetate (1/4). The filtrate was concentrated under reduced pressure and the residue purified by flash chromatography (si... Starting materials: NC=1SC=C(N1)C (2-amino-4-methylthiazole), ClC=1C(=C(C=CC1)S(=O)(=O)Cl)C (3-chloro-2-methylbenzenesulfonyl chloride). Yields the product ClC=1C(=C(C=CC1)S(=O)(=O)NC=1SC=C(N1)C)C (3-Chloro-2-methyl-N-(4-methyl-1,3-thiazol-2-yl)benzenesulfonamide). As a reaction SMILES: [NH2:1][C:2]1[S:3][CH:4]=[C:5]([CH3:7])[N:6]=1.[Cl:8][C:9]1[C:10]([CH3:19])=[C:11]([S:15](Cl)(=[O:17])=[O:16])[CH:12]=[CH:13][CH:14]=1>>[Cl:8][C:9]1[C:10]([CH3:19])=[C:11]([S:15]([NH:1][C:2]2[S:3][CH:4]=[C:5]([CH3:7])[N:6]=2)(=[O:17])=[O:16])[CH:12]=[CH:13][CH:14]=1. Procedure: The title compound was prepared from 2-amino-4-methylthiazole (285 mg) and 3-chloro-2-methylbenzenesulfonyl chloride (619 mg) according to METHOD A. This afforded 167 mg (22%) of a yellow solid after purification: 1H NMR (DMSO-4) δ 2.1 (s, 3H), 2.6 (s, 3H), 6.35 (s, 1H), 7.35 (t, 1H), 7.65 (d, 1H), 7.85 (d, 1H), 12.7 (br s, 1H). Starting materials: CC(C)C(=O)Cl, Nc1nc2nc[nH]c2c(=O)n1C1OC(CO)C(O)C1O, N#N. Product: CC(C)C(=O)Nc1nc2nc[nH]c2c(=O)n1C1OC(CO)C(O)C1O. As a reaction SMILES: [C:23]([CH:24]([CH3:25])[CH3:26])(=[O:27])[Cl:28].[CH:3]1([n:12]2[c:13]([NH2:14])[n:15][c:16]3[n:17][cH:18][nH:19][c:20]3[c:21]2=[O:22])[CH:4]([OH:5])[CH:6]([OH:7])[CH:8]([CH2:10][OH:11])[O:9]1.[N:1]#[N:2]>>[CH:3]1([n:12]2[c:13]([NH:14][C:23]([CH:24]([CH3:25])[CH3:26])=[O:27])[n:15][c:16]3[n:17][cH:18][nH:19][c:20]3[c:21]2=[O:22])[CH:4]([OH:5])[CH:6]([OH:7])[CH:8]([CH2:10][OH:11])[O:9]1. The reactants are [H-].[Na+] (Sodium hydride), N1(CCC1)CCCO (3-(azetidin-1-yl)propan-1-ol), BrC=1C=CC(=NC1)F (5-Bromo-2-fluoropyridine). Run in C1CCOC1 (THF). Reaction conditions: time 10 minute. Product: N1(CCC1)CCCOC1=NC=C(C=C1)Br (2-[3-(Azetidin-1-yl)propoxy]-5-bromopyridine). The yield is 121.7%. RXN SMILES: [H-].[Na+].[N:3]1([CH2:7][CH2:8][CH2:9][OH:10])[CH2:6][CH2:5][CH2:4]1.[Br:11][C:12]1[CH:13]=[CH:14][C:15](F)=[N:16][CH:17]=1>C1COCC1>[N:3]1([CH2:7][CH2:8][CH2:9][O:10][C:15]2[CH:14]=[CH:13][C:12]([Br:11])=[CH:17][N:16]=2)[CH2:6][CH2:5][CH2:4]1 |f:0.1|. Procedure: Sodium hydride (1.364 g, 56.82 mmol) was added to 3-(azetidin-1-yl)propan-1-ol (2.62 g, 22.73 mmol) in THF (20 mL) at ambient temperature under an inert atmosphere and the reaction stirred for 10 minutes. 5-Bromo-2-fluoropyridine (2.0 g, 11.36 mmol) was added and the resulting solution stirred for 1 h before being quenched with water (20 mL) and extracted with EtOAc (5×50 mL). The organics were combined, dried over Na2SO4, filtered and concentrated in vacuo to afford the desired material (3.75 g...